This data is from the Open Reaction Database (ORD), a public repository of structured organic reaction records. The task is: describe an organic reaction: reactants, conditions, products, and yield Starting materials: CC(C)OC(=O)/N=N/C(=O)OC(C)C (diisopropylazodicarboxylate), ClC1=C(C(=CC(=C1)OCC=C(Cl)Cl)Cl)O (2,6-dichloro-4-(3,3-dichloro-2-propenyloxy)phenol), FC(C=1C=C(C=CC1OCC)O)(F)F (3-(trifluoromethyl)phenetyl alcohol), C1(=CC=CC=C1)P(C1=CC=CC=C1)C1=CC=CC=C1 (triphenylphosphine). Run in O1CCCC1 (tetrahydrofuran), O1CCCC1 (tetrahydrofuran). Yields the product ClC=1C=C(C=C(C1OCCC1=CC(=CC=C1)C(F)(F)F)Cl)OCC=C(Cl)Cl (3,5-dichloro-1-(3,3-dichloro-2-propenyloxy)-4-(2-(3-(trifluoromethyl) phenyl)ethoxy)benzene). Yield: 87.4%. RXN SMILES: [Cl:1][C:2]1[CH:7]=[C:6]([O:8][CH2:9][CH:10]=[C:11]([Cl:13])[Cl:12])[CH:5]=[C:4]([Cl:14])[C:3]=1[OH:15].[F:16][C:17]([F:29])([F:28])[C:18]1[CH:19]=[C:20](O)[CH:21]=[CH:22][C:23]=1OCC.[C:30]1(P(C2C=CC=CC=2)C2C=CC=CC=2)C=CC=C[CH:31]=1.CC(OC(/N=N/C(OC(C)C)=O)=O)C>O1CCCC1>[Cl:1][C:2]1[CH:7]=[C:6]([O:8][CH2:9][CH:10]=[C:11]([Cl:13])[Cl:12])[CH:5]=[C:4]([Cl:14])[C:3]=1[O:15][CH2:30][CH2:31][C:20]1[CH:21]=[CH:22][CH:23]=[C:18]([C:17]([F:16])([F:28])[F:29])[CH:19]=1. Procedure: To a solution of 0.30 g of 2,6-dichloro-4-(3,3-dichloro-2-propenyloxy)phenol, 0.20 g of 3-(trifluoromethyl)phenetyl alcohol and 0.27 g of triphenylphosphine dissolved in 10 ml of tetrahydrofuran was added dropwise a solution of 0.21 g of diisopropylazodicarboxylate dissolved in 5 ml of tetrahydrofuran, while stirring at room temperature. After stirring at room temperature for 24 hours, the reaction mixture was concentrated to obtain a residue. The residue was subjected to silica gel chromatograp... Reactants: C1CCOC1, Nc1ccc(Sc2ccc3ccccc3c2)c(Cl)c1, O=S(=O)(Cl)c1ccc(C(F)(F)F)cc1Cl, c1ccncc1. Product: O=S(=O)(Nc1ccc(Sc2ccc3ccccc3c2)c(Cl)c1)c1ccc(C(F)(F)F)cc1Cl. Reaction SMILES: [CH2:41]1[O:42][CH2:43][CH2:44][CH2:45]1.[Cl:1][c:2]1[cH:3][c:4]([NH2:19])[cH:5][cH:6][c:7]1[S:8][c:9]1[cH:10][c:11]2[cH:12][cH:13][cH:14][cH:15][c:16]2[cH:17][cH:18]1.[Cl:26][c:27]1[c:28]([S:37](=[O:38])(=[O:39])[Cl:40])[cH:29][cH:30][c:31]([C:33]([F:34])([F:35])[F:36])[cH:32]1.[cH:20]1[cH:21][cH:22][n:23][cH:24][cH:25]1>>[Cl:1][c:2]1[cH:3][c:4]([NH:19][S:37]([c:28]2[c:27]([Cl:26])[cH:32][c:31]([C:33]([F:34])([F:35])[F:36])[cH:30][cH:29]2)(=[O:38])=[O:39])[cH:5][cH:6][c:7]1[S:8][c:9]1[cH:10][c:11]2[cH:12][cH:13][cH:14][cH:15][c:16]2[cH:17][cH:18]1. The reactants are Cl.NC1[C@@H]2N(C(=C(CS2)Cl)C(=O)OCC2=CC=C(C=C2)[N+](=O)[O-])C1=O (4-nitrobenzyl 7-amino-3-chloro-3-cephem-4-carboxylate hydrochloride), C[Si](C)(C)CC(=O)N (trimethylsilylacetamide), O1CCSC=C1C(C(=O)O)=NOCCC (2-(2,3-dihydro-1,4-oxathiin-6-yl)-2-n-propoxyiminoacetic acid), P(=O)(Cl)(Cl)Cl (phosphoryl chloride). The solvent is C(C)(=O)OCC (ethyl acetate), C(C)(=O)OCC (ethyl acetate), CN(C=O)C (N,N-dimethylformamide). The product is O1CCSC=C1C(C(=O)NC1[C@@H]2N(C(=C(CS2)Cl)C(=O)OCC2=CC=C(C=C2)[N+](=O)[O-])C1=O)=NOCCC (4-nitrobenzyl 7-[2-(2,3-dihydro-1,4-oxathiin-6-yl)-2-n-propoxyiminoacetamido]-3-chloro-3-cephem-4-carboxylate). The yield is 98.9%. As a reaction SMILES: Cl.[NH2:2][CH:3]1[C:24](=[O:25])[N:5]2[C:6]([C:11]([O:13][CH2:14][C:15]3[CH:20]=[CH:19][C:18]([N+:21]([O-:23])=[O:22])=[CH:17][CH:16]=3)=[O:12])=[C:7]([Cl:10])[CH2:8][S:9][C@H:4]12.C[Si](CC(N)=O)(C)C.[O:34]1[C:39]([C:40](=[N:44][O:45][CH2:46][CH2:47][CH3:48])[C:41](O)=[O:42])=[CH:38][S:37][CH2:36][CH2:35]1.P(Cl)(Cl)(Cl)=O>C(OCC)(=O)C.CN(C)C=O>[O:34]1[C:39]([C:40](=[N:44][O:45][CH2:46][CH2:47][CH3:48])[C:41]([NH:2][CH:3]2[C:24](=[O:25])[N:5]3[C:6]([C:11]([O:13][CH2:14][C:15]4[CH:16]=[CH:17][C:18]([N+:21]([O-:23])=[O:22])=[CH:19][CH:20]=4)=[O:12])=[C:7]([Cl:10])[CH2:8][S:9][C@H:4]23)=[O:42])=[CH:38][S:37][CH2:36][CH2:35]1 |f:0.1|. Reported procedure: A solution of 4-nitrobenzyl 7-amino-3-chloro-3-cephem-4-carboxylate hydrochloride (5.0 g.) and trimethylsilylacetamide (11.3 g.) in dryl ethyl acetate (100 ml.) and a solution of 2-(2,3-dihydro-1,4-oxathiin-6-yl)-2-n-propoxyiminoacetic acid (syn isomer, 3.13 g.), dry N,N-dimethylformamide (1.13 ml.) and phosphoryl chloride (1.33 ml.) in ethyl acetate (54.4 ml.) were treated in a similar manner to that of Example 19-(1) to give 4-nitrobenzyl 7-[2-(2,3-dihydro-1,4-oxathiin-6-yl)-2-n-propoxyiminoac... The reactants are CCCCc1c(CN)cnn1-c1ncc(C)c(-c2cccs2)n1, ClCCCl, ClCCl, CN1CCOCC1, On1nnc2ccccc21, O=C(O)Cc1cnc[nH]1. The product is CCCCc1c(CNC(=O)Cc2cnc[nH]2)cnn1-c1ncc(C)c(-c2cccs2)n1. As a reaction SMILES: [CH2:1]([CH2:2][CH2:3][CH3:4])[c:5]1[c:6]([CH2:22][NH2:23])[cH:7][n:8][n:9]1-[c:10]1[n:11][cH:12][c:13]([CH3:21])[c:14](-[c:16]2[s:17][cH:18][cH:19][cH:20]2)[n:15]1.[CH2:33]([Cl:34])[CH2:35][Cl:36].[CH2:54]([Cl:55])[Cl:56].[CH3:47][N:48]1[CH2:49][CH2:50][O:51][CH2:52][CH2:53]1.[OH:37][n:38]1[c:39]2[c:40]([cH:41][cH:42][cH:43][cH:44]2)[n:45][n:46]1.[nH:24]1[cH:25][n:26][cH:27][c:28]1[CH2:29][C:30](=[O:31])[OH:32]>>[CH2:1]([CH2:2][CH2:3][CH3:4])[c:5]1[c:6]([CH2:22][NH:23][C:30]([CH2:29][c:28]2[nH:24][cH:25][n:26][cH:27]2)=[O:31])[cH:7][n:8][n:9]1-[c:10]1[n:11][cH:12][c:13]([CH3:21])[c:14](-[c:16]2[s:17][cH:18][cH:19][cH:20]2)[n:15]1. The reactants are C(C1=CC=CC=C1)N1N=NN=C1C(=O)Cl (1-benzyl-1H-tetrazole-5-carbonyl chloride), C(C1=CC=CC=C1)N1N=NN=C1C(=O)[O-].[K+] (potassium 1-benzyl-1H-tetrazole-5-carboxylate), CC1=CC(=C(C(=C1)C(=O)C)O)N (3-amino-2-hydroxy-5-methylacetophenone), N1=CC=CC=C1 (pyridine). Run in C(Cl)Cl (methylene chloride), C(Cl)Cl (methylene chloride), C(Cl)Cl (methylene chloride). Reaction conditions: time 8 hour. The product is C(C)(=O)C=1C(=C(NC(=O)C2=NN=NN2CC2=CC=CC=C2)C=C(C1)C)O (3'-acetyl-1-benzyl-2'-hydroxy-5'-methyl-1H-tetrazole-5-carboxanilide). RXN SMILES: [CH2:1]([N:8]1[C:12]([C:13](Cl)=[O:14])=[N:11][N:10]=[N:9]1)[C:2]1[CH:7]=[CH:6][CH:5]=[CH:4][CH:3]=1.C(N1C(C([O-])=O)=NN=N1)C1C=CC=CC=1.[K+].[CH3:32][C:33]1[CH:38]=[C:37]([C:39]([CH3:41])=[O:40])[C:36]([OH:42])=[C:35]([NH2:43])[CH:34]=1.N1C=CC=CC=1>C(Cl)Cl>[C:39]([C:37]1[C:36]([OH:42])=[C:35]([CH:34]=[C:33]([CH3:32])[CH:38]=1)[NH:43][C:13]([C:12]1[N:8]([CH2:1][C:2]2[CH:7]=[CH:6][CH:5]=[CH:4][CH:3]=2)[N:9]=[N:10][N:11]=1)=[O:14])(=[O:40])[CH3:41] |f:1.2|. Procedure details: A solution of crude 1-benzyl-1H-tetrazole-5-carbonyl chloride (prepared from 0.73 g of potassium 1-benzyl-1H-tetrazole-5-carboxylate in the manner hereinbefore described in Reference Example 3) in dry methylene chloride (14 ml) was added to a stirred mixture of 3-amino-2-hydroxy-5-methylacetophenone (0.5 g) and pyridine (0.27 g) in dry methylene chloride (12 ml) at between 5° and 10° C. Stirring was maintained for 2 hours, allowing the temperature to rise to room temperature, and then the mixtur... Reactants: ClC1=C(C(=O)OC(C)C)C=C(C(=C1)F)NC(=O)NC(=C(F)C(=O)OCC)C (isopropyl 2-chloro-4-fluoro-5-{3-[2-(ethoxycarbonyl)-2-fluoro-1-methylvinyl]ureido}-benzoate), [Na] (sodium). Run in C(C)(C)O.CN(C=O)C (isopropanol dimethylformamide). Yields the product ClC1=C(C(=O)OC(C)C)C=C(C(=C1)F)N1C(NC(=C(C1=O)F)C)=O (isopropyl 2-chloro-4-fluoro-5-[3,6-dihydro-5-fluoro-4-methyl-2,6-dioxo-1(2H)-pyrimidinyl]-benzoate). RXN SMILES: [Cl:1][C:2]1[CH:13]=[C:12]([F:14])[C:11]([NH:15][C:16]([NH:18][C:19]([CH3:27])=[C:20]([C:22](OCC)=[O:23])[F:21])=[O:17])=[CH:10][C:3]=1[C:4]([O:6][CH:7]([CH3:9])[CH3:8])=[O:5].[Na]>C(O)(C)C.CN(C)C=O>[Cl:1][C:2]1[CH:13]=[C:12]([F:14])[C:11]([N:15]2[C:22](=[O:23])[C:20]([F:21])=[C:19]([CH3:27])[NH:18][C:16]2=[O:17])=[CH:10][C:3]=1[C:4]([O:6][CH:7]([CH3:9])[CH3:8])=[O:5] |f:2.3,^1:27|. Procedure details: using isopropyl 2-chloro-4-fluoro-5-{3-[2-(ethoxycarbonyl)-2-fluoro-1-methylvinyl]ureido}-benzoate with sodium isopropylate in an isopropanol/dimethylformamide mixture there is obtained isopropyl 2-chloro-4-fluoro-5-[3,6-dihydro-5-fluoro-4-methyl-2,6-dioxo-1(2H)-pyrimidinyl]-benzoate, 1H-NMR (CDCl3, 400 MHz) 9.99 ppm (s, 1H), 7.84 ppm (d, 1H), 7.37 ppm (d, 1H), 5.26 ppm (m, 1H), 2.18 ppm (d, 3H), 1.38 ppm (d, 3H), 1.36 ppm (d, 3H), Starting materials: FC1=C(C=C(C=C1)C)B(O)O (2-fluoro-5-methylphenylboronic acid), C(C)(=O)O[C@H]1[C@H](OC=2C=NC=C(C2)Br)SC[C@H]([C@@H]1OC(C)=O)OC(C)=O (5-bromo-3-pyridinyl 2,3,4-tri-O-acetyl-5-thio-β-D-xylopyranoside). The product is O([C@H]1[C@H](O)[C@@H](O)[C@H](O)CS1)C=1C=NC=C(C1)C1=C(C=CC(=C1)C)F (5-(2-fluoro-5-methylphenyl)-3-pyridinyl 5-thio-β-D-xylopyranoside), crystals. Yield: 48.0%. RXN SMILES: [F:1][C:2]1[CH:7]=[CH:6][C:5]([CH3:8])=[CH:4][C:3]=1B(O)O.C([O:15][C@@H:16]1[C@@H:29]([O:30]C(=O)C)[C@H:28]([O:34]C(=O)C)[CH2:27][S:26][C@H:17]1[O:18][C:19]1[CH:20]=[N:21][CH:22]=[C:23](Br)[CH:24]=1)(=O)C>>[O:18]([C:19]1[CH:20]=[N:21][CH:22]=[C:23]([C:3]2[CH:4]=[C:5]([CH3:8])[CH:6]=[CH:7][C:2]=2[F:1])[CH:24]=1)[C@@H:17]1[S:26][CH2:27][C@@H:28]([OH:34])[C@H:29]([OH:30])[C@H:16]1[OH:15]. Procedure details: By following a procedure analogous to Example 122 starting from 2-fluoro-5-methylphenylboronic acid and 5-bromo-3-pyridinyl 2,3,4-tri-O-acetyl-5-thio-β-D-xylopyranoside, 5-(2-fluoro-5-methylphenyl)-3-pyridinyl 5-thio-β-D-xylopyranoside is obtained in the form of white crystals (yield=48%). The reactants are FC([C@@H](C=1C=CC=2N(C1)C(=NN2)C2=NC1=CC(=C(C=C1C=C2)F)OC)N2C[C@H](CC2)NC(OC(C)(C)C)=O)(F)F (tert-Butyl (S)-1-((R)-2,2,2-trifluoro-1-(3-(6-fluoro-7-methoxyquinolin-2-yl)-[1,2,4]triazolo[4,3-a]pyridin-6-yl)ethyl)pyrrolidin-3-ylcarbamate). Solvent: C(=O)(C(F)(F)F)O (TFA). Product: FC([C@@H](C=1C=CC=2N(C1)C(=NN2)C2=NC1=CC(=C(C=C1C=C2)F)OC)N2C[C@H](CC2)N)(F)F ((S)-1-((R)-2,2,2-trifluoro-1-(3-(6-fluoro-7-methoxyquinolin-2-yl)-[1,2,4]triazolo[4,3-a]pyridin-6-yl)ethyl)pyrrolidin-3-amine). Yield: 75.0%. Reaction SMILES: [F:1][C:2]([F:40])([F:39])[C@H:3]([N:26]1[CH2:30][CH2:29][C@H:28]([NH:31]C(=O)OC(C)(C)C)[CH2:27]1)[C:4]1[CH:5]=[CH:6][C:7]2[N:8]([C:10]([C:13]3[CH:22]=[CH:21][C:20]4[C:15](=[CH:16][C:17]([O:24][CH3:25])=[C:18]([F:23])[CH:19]=4)[N:14]=3)=[N:11][N:12]=2)[CH:9]=1>C(O)(C(F)(F)F)=O>[F:40][C:2]([F:1])([F:39])[C@H:3]([N:26]1[CH2:30][CH2:29][C@H:28]([NH2:31])[CH2:27]1)[C:4]1[CH:5]=[CH:6][C:7]2[N:8]([C:10]([C:13]3[CH:22]=[CH:21][C:20]4[C:15](=[CH:16][C:17]([O:24][CH3:25])=[C:18]([F:23])[CH:19]=4)[N:14]=3)=[N:11][N:12]=2)[CH:9]=1. Reported procedure: tert-Butyl (S)-1-((R)-2,2,2-trifluoro-1-(3-(6-fluoro-7-methoxyquinolin-2-yl)-[1,2,4]triazolo[4,3-a]pyridin-6-yl)ethyl)pyrrolidin-3-ylcarbamate (109 mg, 0.194 mmol) was stirred in TFA (3 mL) for 1 hour and then concentrated. The residue was dissolved in minimum methanol and added dropwise to a 4N HCl in ether solution. The resulting solid was filtered and dried to yield (S)-1-((R)-2,2,2-trifluoro-1-(3-(6-fluoro-7-methoxyquinolin-2-yl)-[1,2,4]triazolo[4,3-a]pyridin-6-yl)ethyl)pyrrolidin-3-amine (6...